Dataset: the Open Reaction Database (ORD), a public repository of structured organic reaction records. Task: describe an organic reaction: reactants, conditions, products, and yield Reactants: [Br-], CC[Mg+], CCOCC, CC(C)C1C(=O)CCN1C(=O)OCc1ccccc1, [Ce+3], [Cl-], [Cl-], [Cl-]. The product is CCC1(O)CCN(C(=O)OCc2ccccc2)C1C(C)C. Reaction SMILES: [Br-:10].[CH2:11]([Mg+:12])[CH3:13].[CH2:5]([CH3:6])[O:7][CH2:8][CH3:9].[CH:14]([CH3:15])([CH3:16])[CH:17]1[N:18]([C:23](=[O:24])[O:25][CH2:26][c:27]2[cH:28][cH:29][cH:30][cH:31][cH:32]2)[CH2:19][CH2:20][C:21]1=[O:22].[Ce+3:2].[Cl-:1].[Cl-:3].[Cl-:4]>>[CH2:5]([CH3:6])[C:21]1([OH:22])[CH:17]([CH:14]([CH3:15])[CH3:16])[N:18]([C:23](=[O:24])[O:25][CH2:26][c:27]2[cH:28][cH:29][cH:30][cH:31][cH:32]2)[CH2:19][CH2:20]1. Starting materials: [H-].[Al+3].[Li+].[H-].[H-].[H-] (lithium aluminum hydride), C1(=CC=C(C=C1)S(=O)(=O)N1CC(=C(C1)CC#N)CBr)C (N-(p-toluenesulfonyl)-3-(bromomethyl)4-(cyanomethyl)-3-pyrroline), O (water), ice water. Solvent: C(C)OCC (ethyl ether), C(C)OCC (ethyl ether). Reaction conditions: time 30 minute. Product: C1(=CC=C(C=C1)S(=O)(=O)N1CC(=C(C1)CBr)CCN)C (N-(p-toluenesulfonyl)-3-(aminoethyl)-4-(bromomethyl)-3-pyrroline). Yield: 49.4%. Reaction SMILES: [C:1]1([CH3:20])[CH:6]=[CH:5][C:4]([S:7]([N:10]2[CH2:14][C:13]([CH2:15][C:16]#[N:17])=[C:12]([CH2:18][Br:19])[CH2:11]2)(=[O:9])=[O:8])=[CH:3][CH:2]=1.[H-].[Al+3].[Li+].[H-].[H-].[H-].O>C(OCC)C>[C:1]1([CH3:20])[CH:2]=[CH:3][C:4]([S:7]([N:10]2[CH2:11][C:12]([CH2:18][Br:19])=[C:13]([CH2:15][CH2:16][NH2:17])[CH2:14]2)(=[O:9])=[O:8])=[CH:5][CH:6]=1 |f:1.2.3.4.5.6|. Procedure details: 4 g of N-(p-toluenesulfonyl)-3-(bromomethyl)4-(cyanomethyl)-3-pyrroline, prepared in Preparation 6, was dissolved in 100 ml of ethyl ether. The solution was slowly added to the suspension of 1 g of lithium aluminum hydride (LAH) in 20 ml of ethyl ether, and heated with refluxing for 3 hours. The reaction mixture was cooled by ice water. After adding 3 ml of water, it was stirred for 30 minutes and filtered off. The filtrate was concentrated. 2 g of the title compound was obtained (yield 49%). The reactants are C(#N)C=1C(=NC(=NC1)C1=CC=C(C=C1)CCCCC)O (5-cyano-4-hydroxy-2-(4-n-pentylphenyl)-pyrimidine), P(=O)(Cl)(Cl)Cl (phosphorus oxychloride), [OH-].[Na+] (sodium hydroxide), Cl.C(CCCC)C1=CC=C(C(=N)N)C=C1 (p-n-pentylbenzamidine hydrochloride), C(C)OC(C(C#N)=COCC)=O (α-ethoxymethylene-α-cyanoacetic acid ethyl ester), CC[O-].[Na+] (sodium ethylate). Run in C(C)O (ethanol). Product: ClC1=NC(=NC=C1C#N)C1=CC=C(C=C1)CCCCC (4-chloro-5-cyano-2-(4-n-pentylphenyl)-pyrimidine). Reaction SMILES: Cl.C(C1C=CC(C(N)=N)=CC=1)CCCC.C(OC(=O)C(=COCC)C#N)C.CC[O-].[Na+].[OH-].[Na+].[C:34]([C:36]1[C:37](O)=[N:38][C:39]([C:42]2[CH:47]=[CH:46][C:45]([CH2:48][CH2:49][CH2:50][CH2:51][CH3:52])=[CH:44][CH:43]=2)=[N:40][CH:41]=1)#[N:35].P(Cl)(Cl)([Cl:56])=O>C(O)C>[Cl:56][C:37]1[C:36]([C:34]#[N:35])=[CH:41][N:40]=[C:39]([C:42]2[CH:47]=[CH:46][C:45]([CH2:48][CH2:49][CH2:50][CH2:51][CH3:52])=[CH:44][CH:43]=2)[N:38]=1 |f:0.1,3.4,5.6|. Procedure: The starting material can be obtained according to the procedure of A. R. Todd and F. Bergel, J. Chem. Soc. 1937, 365 by reaction of p-n-pentylbenzamidine hydrochloride with α-ethoxymethylene-α-cyanoacetic acid ethyl ester and sodium ethylate in ethanol and then with sodium hydroxide solution. The resulting 5-cyano-4-hydroxy-2-(4-n-pentylphenyl)-pyrimidine (melting point 199°-205° C) is treated with phosphorus oxychloride to give 4-chloro-5-cyano-2-(4-n-pentylphenyl)-pyrimidine having a melting ... The reactants are C(C1=CC=CC=C1)ONC(=O)C1=CC=C(C=C1)NC(=O)C1=CC=C2C(=NN(C2=C1)C1CCCC1)CC (1-cyclopentyl-3-ethyl-1H-indazole-6-carboxylic acid (4-benzyloxycarbamoyl-phenyl)-amide). The reagents and catalysts are [Pd] (Pd/C). Solvent: C(C)(=O)OCC (ethyl acetate), CO (methanol). Reaction conditions: time 1 hour. Yields the product ONC(=O)C1=CC=C(C=C1)NC(=O)C1=CC=C2C(=NN(C2=C1)C1CCCC1)CC (1-Cyclopentyl-3-ethyl-1H-indazole-6-carboxylic acid (4-hydroxycarbamoylphenyl)-amide). The yield is 48.7%. RXN SMILES: C([O:8][NH:9][C:10]([C:12]1[CH:17]=[CH:16][C:15]([NH:18][C:19]([C:21]2[CH:29]=[C:28]3[C:24]([C:25]([CH2:35][CH3:36])=[N:26][N:27]3[CH:30]3[CH2:34][CH2:33][CH2:32][CH2:31]3)=[CH:23][CH:22]=2)=[O:20])=[CH:14][CH:13]=1)=[O:11])C1C=CC=CC=1>C(OCC)(=O)C.CO.[Pd]>[OH:8][NH:9][C:10]([C:12]1[CH:17]=[CH:16][C:15]([NH:18][C:19]([C:21]2[CH:29]=[C:28]3[C:24]([C:25]([CH2:35][CH3:36])=[N:26][N:27]3[CH:30]3[CH2:34][CH2:33][CH2:32][CH2:31]3)=[CH:23][CH:22]=2)=[O:20])=[CH:14][CH:13]=1)=[O:11]. Reported procedure: A mixture of 187 mg (0.387 mmol, 1.0 equiv) 1-cyclopentyl-3-ethyl-1H-indazole-6-carboxylic acid (4-benzyloxycarbamoyl-phenyl)-amide and 200 mg 10% Pd/C in 10 mL ethyl acetate and 10 mL methanol was placed on a Parr® hydrogenation appartus and shaken under 30 psi H2 at room temperature for 1 hour. The reaction mixture was filtered through Celite®, and the filtrate concentrated and dried to give a tan solid. Purification on a silica gel column (CH3OH/CH2Cl2 gradient 4%, 10%, 20%, flash) gave 74 mg... The reactants are ClC(=O)C=1C(=C(C=CC1)OC(C)=O)C (acetic acid 3-chlorocarbonyl-2-methyl-phenyl ester), [Cl-].[Cl-].[Cl-].[Al+3] (aluminum trichloride), BrC=1C=C2C=CNC2=NC1 (5-bromo-7-azaindole), O (water). The solvent is C(Cl)Cl (methylene dichloride), C(Cl)Cl (methylene chloride), C(Cl)Cl (methylene dichloride). Reaction conditions: time 65 minute. The product is BrC=1C=C2C(=NC1)NC=C2C(=O)C=2C(=C(C=CC2)OC(C)=O)C (acetic acid 3-(5-bromo-1H-pyrrolo[2,3-b]pyridine-3-carbonyl)-2-methyl-phenyl ester). Reaction SMILES: [Cl-].[Cl-].[Cl-].[Al+3].[Br:5][C:6]1[CH:7]=[C:8]2[C:12](=[N:13][CH:14]=1)[NH:11][CH:10]=[CH:9]2.Cl[C:16]([C:18]1[C:19]([CH3:28])=[C:20]([O:24][C:25](=[O:27])[CH3:26])[CH:21]=[CH:22][CH:23]=1)=[O:17].O>C(Cl)Cl>[Br:5][C:6]1[CH:7]=[C:8]2[C:9]([C:16]([C:18]3[C:19]([CH3:28])=[C:20]([O:24][C:25](=[O:27])[CH3:26])[CH:21]=[CH:22][CH:23]=3)=[O:17])=[CH:10][NH:11][C:12]2=[N:13][CH:14]=1 |f:0.1.2.3|. Reported procedure: To aluminum trichloride (6.14 g, 0.046 mol) in methylene chloride (26 mL) under an atmosphere of nitrogen was added 5-Bromo-7-azaindole (67, 1.05 g, 5.31 mmol) dissolved in methylene dichloride (20.0 mL). The reaction was stirred at room temperature for 65.0 minutes, then acetic acid 3-chlorocarbonyl-2-methyl-phenyl ester (1.25 g, 5.88 mmol) in methylene dichloride (7.0 mL) was added. The reaction was stirred for 2 hours at room temperature, poured into water and extracted with ethyl acetate. Th... Reaction conditions: time 5 minute. Yields the product COC1=C(CN(C2=CC(N(C(N2)=S)C2=CC=C(C=C2)OCC(F)(F)F)=O)CC2=C(C=C(C=C2)OC)OC)C=CC(=C1)OC (6-[bis(2,4-dimethoxybenzyl)amino]-2-thioxo-3-[4-(2,2,2-trifluoroethoxy)phenyl]-2,3-dihydropyrimidin-4(1H)-one). The solvent is CN(C=O)C (N,N-dimethylformamide). RXN SMILES: [N:1]([C:4]1[CH:9]=[CH:8][C:7]([O:10][CH2:11][C:12]([F:15])([F:14])[F:13])=[CH:6][CH:5]=1)=[C:2]=[S:3].[H-].[Na+].[NH2:18]/[C:19](/[N:26]([CH2:38][C:39]1[CH:44]=[CH:43][C:42]([O:45][CH3:46])=[CH:41][C:40]=1[O:47][CH3:48])[CH2:27][C:28]1[CH:33]=[CH:32][C:31]([O:34][CH3:35])=[CH:30][C:29]=1[O:36][CH3:37])=[CH:20]\[C:21](OCC)=[O:22].Cl>CN(C)C=O>[CH3:48][O:47][C:40]1[CH:41]=[C:42]([O:45][CH3:46])[CH:43]=[CH:44][C:39]=1[CH2:38][N:26]([CH2:27][C:28]1[CH:33]=[CH:32][C:31]([O:34][CH3:35])=[CH:30][C:29]=1[O:36][CH3:37])[C:19]1[NH:18][C:2](=[S:3])[N:1]([C:4]2[CH:5]=[CH:6][C:7]([O:10][CH2:11][C:12]([F:13])([F:15])[F:14])=[CH:8][CH:9]=2)[C:21](=[O:22])[CH:20]=1 |f:1.2|. Starting materials: N(=C=S)C1=CC=C(C=C1)OCC(F)(F)F (1-isothiocyanato-4-(2,2,2-trifluoroethoxy)benzene), [H-].[Na+] (sodium hydride), Cl (hydrochloric acid), N\C(=C/C(=O)OCC)\N(CC1=C(C=C(C=C1)OC)OC)CC1=C(C=C(C=C1)OC)OC (ethyl (2E)-3-amino-3-[bis(2,4-dimethoxybenzyl)amino]prop-2-enoate). Procedure: To a solution of 1-isothiocyanato-4-(2,2,2-trifluoroethoxy)benzene (3.96 g) in N,N-dimethylformamide (120 mL) was added sodium hydride (60% in oil, 0.68 g) under ice-cooling. The reaction mixture was stirred for 5 min under ice-cooling, ethyl (2E)-3-amino-3-[bis(2,4-dimethoxybenzyl)amino]prop-2-enoate (7.3 g) was added thereto, and the mixture was stirred for 30 min under ice-cooling. To the reaction mixture was added 1M hydrochloric acid, and the mixture was extracted with ethyl acetate. The ex... The yield is 26.7%. Reactants: Intermediate 1E, ClC=1C(=NNC1C)C(=O)OCC (ethyl 4-chloro-5-methyl-1H-pyrazole-3-carboxylate), ClC=1C(=NNC1C)C(=O)OCC (ethyl 4-chloro-5-methyl-1H-pyrazole-3-carboxylate), FC1=C(C=C(C(=O)OCC2=CC=CC=C2)C=C1)C(=O)N1CC2=CC=CC=C2CC1 (benzyl 4-fluoro-3-(1,2,3,4-tetrahydroisoquinoline-2-carbonyl)benzoate). The product is C(C1=CC=CC=C1)OC(=O)C1=CC(=C(C=C1)N1N=C(C(=C1C)Cl)C(=O)OCC)C(=O)N1CC2=CC=CC=C2CC1 (Ethyl 1-(4-(benzyloxycarbonyl)-2-(1,2,3,4-tetrahydroisoquinoline-2-carbonyl)phenyl)-4-chloro-5-methyl-1H-pyrazole-3-carboxylate). Yield: 48.1%. As a reaction SMILES: [Cl:1][C:2]1[C:3]([C:8]([O:10][CH2:11][CH3:12])=[O:9])=[N:4][NH:5][C:6]=1[CH3:7].F[C:14]1[CH:29]=[CH:28][C:17]([C:18]([O:20][CH2:21][C:22]2[CH:27]=[CH:26][CH:25]=[CH:24][CH:23]=2)=[O:19])=[CH:16][C:15]=1[C:30]([N:32]1[CH2:41][CH2:40][C:39]2[C:34](=[CH:35][CH:36]=[CH:37][CH:38]=2)[CH2:33]1)=[O:31]>>[CH2:21]([O:20][C:18]([C:17]1[CH:28]=[CH:29][C:14]([N:5]2[C:6]([CH3:7])=[C:2]([Cl:1])[C:3]([C:8]([O:10][CH2:11][CH3:12])=[O:9])=[N:4]2)=[C:15]([C:30]([N:32]2[CH2:41][CH2:40][C:39]3[C:34](=[CH:35][CH:36]=[CH:37][CH:38]=3)[CH2:33]2)=[O:31])[CH:16]=1)=[O:19])[C:22]1[CH:23]=[CH:24][CH:25]=[CH:26][CH:27]=1. Procedure details: Following a procedure analogous to that for the synthesis of Intermediate 1E, ethyl 4-chloro-5-methyl-1H-pyrazole-3-carboxylate (Intermediate 1A, 509 mg, 2.70 mmol) and benzyl 4-fluoro-3-(1,2,3,4-tetrahydroisoquinoline-2-carbonyl)benzoate (1.00 g, 2.57 mmol) were converted to the title compound (690 mg, 48%). 1H NMR (CDCl3, 1.5:1 mixture of amide rotamers) δ 8.35-8.28 (m, 1H), 8.18 (t, J=1.9 Hz, 1H), 7.76 (d, J=8.4 Hz, 0.5H), 7.70 (d, J=8.4 Hz, 0.5H), 7.50-7.45 (m, 2H), 7.43-7.31 (m, 3H), 7.23-7... Starting materials: C(=O)C1=C(C=C(C=C1)OS(=O)(=O)C(F)(F)F)OC (trifluoro-methanesulfonic acid 4-formyl-3-methoxy-phenyl ester), CC(C)(C)S(=O)N (2-methyl-2-propanesulfinamide), [BH4-].[Na+] (sodium borohydride), O (water). The reagents and catalysts are [O-]CC.[O-]CC.[O-]CC.[O-]CC.[Ti+4] (titanium tetraethoxide). Run in O1CCCC1 (tetrahydrofuran), O1CCCC1 (tetrahydrofuran). Reaction conditions: time 2 day. Product: COC=1C=C(C=CC1CNS(=O)C(C)(C)C)OS(=O)(=O)C(F)(F)F (trifluoro-methanesulfonic acid 3-methoxy-4-[(2-methyl-propane-2-sulfinylamino)-methyl]-phenyl ester). RXN SMILES: [CH:1]([C:3]1[CH:8]=[CH:7][C:6]([O:9][S:10]([C:13]([F:16])([F:15])[F:14])(=[O:12])=[O:11])=[CH:5][C:4]=1[O:17][CH3:18])=O.[CH3:19][C:20]([S:23]([NH2:25])=[O:24])([CH3:22])[CH3:21].[BH4-].[Na+].O>O1CCCC1.[O-]CC.[O-]CC.[O-]CC.[O-]CC.[Ti+4]>[CH3:18][O:17][C:4]1[CH:5]=[C:6]([O:9][S:10]([C:13]([F:16])([F:15])[F:14])(=[O:12])=[O:11])[CH:7]=[CH:8][C:3]=1[CH2:1][NH:25][S:23]([C:20]([CH3:22])([CH3:21])[CH3:19])=[O:24] |f:2.3,6.7.8.9.10|. Procedure: A mixture of 2-methoxy-4-hydroxybenzaldehyde (0.406 g, 2.67 mmol), N-phenyl-bis (trifluoromethane)sulfonimide) (0.953 g, 2.67 mmol) and potassium carbonate (0.74 g, 5.3 mmol) in tetrahydrofuran (4.0 ml) was heated in a microwave oven at 120° C. for 10 min. The mixture was partitioned between ethyl acetate and dilute aqueous sodium hydroxide solution. The organic phase was washed with water, dried over anhydrous sodium sulfate and the solvent evaporated to give trifluoro-methanesulfonic acid 4-fo... Starting materials: BrCc1ccccc1, O=C([O-])[O-], CN(C)C=O, O=S(=O)(c1ccc(F)cc1)N1CCCCC1c1nc[nH]n1, [K+], [K+]. Product: O=S(=O)(c1ccc(F)cc1)N1CCCCC1c1ncn(Cc2ccccc2)n1. As a reaction SMILES: [Br:1][CH2:2][c:3]1[cH:4][cH:5][cH:6][cH:7][cH:8]1.[C:30](=[O:31])([O-:32])[O-:33].[CH3:36][N:37]([CH3:38])[CH:39]=[O:40].[F:9][c:10]1[cH:11][cH:12][c:13]([S:16](=[O:17])(=[O:18])[N:19]2[CH:20]([c:25]3[n:26][nH:27][cH:28][n:29]3)[CH2:21][CH2:22][CH2:23][CH2:24]2)[cH:14][cH:15]1.[K+:34].[K+:35]>>[CH2:2]([c:3]1[cH:4][cH:5][cH:6][cH:7][cH:8]1)[n:27]1[n:26][c:25]([CH:20]2[N:19]([S:16]([c:13]3[cH:12][cH:11][c:10]([F:9])[cH:15][cH:14]3)(=[O:17])=[O:18])[CH2:24][CH2:23][CH2:22][CH2:21]2)[n:29][cH:28]1.